Task: describe an organic reaction: reactants, conditions, products, and yield. Dataset: the Open Reaction Database (ORD), a public repository of structured organic reaction records The reactants are [Cu]C#N (copper(I)cyanide), C1(=CC=CC=C1)[Mg]Br (phenylmagnesium bromide), [Cl-].[NH4+] (ammonium chloride), C(C)OC(C(C(=O)OCC)=CC=1C=NC(=CC1)NC(=O)OC(C)(C)C)=O (2-(6-tert-butoxycarbonylamino-pyridin-3-ylmethylene)-malonic acid diethyl ester). Run in C1CCOC1 (THF), CCCCCC (hexane), C1CCOC1 (THF). Conditions: time 3 day. The product is C(C)OC(C(C(=O)OCC)C(C1=CC=CC=C1)C=1C=NC(=CC1)NC(=O)OC(C)(C)C)=O (2-[(6-tert-butoxycarbonylamino-pyridin-3-yl)-phenyl-methyl]-malonic acid diethyl ester). The yield is 87.8%. As a reaction SMILES: [Cu]C#N.[C:4]1([Mg]Br)[CH:9]=[CH:8][CH:7]=[CH:6][CH:5]=1.[CH2:12]([O:14][C:15](=[O:37])[C:16](=[CH:22][C:23]1[CH:24]=[N:25][C:26]([NH:29][C:30]([O:32][C:33]([CH3:36])([CH3:35])[CH3:34])=[O:31])=[CH:27][CH:28]=1)[C:17]([O:19][CH2:20][CH3:21])=[O:18])[CH3:13].[Cl-].[NH4+]>C1COCC1.CCCCCC>[CH2:20]([O:19][C:17](=[O:18])[CH:16]([CH:22]([C:23]1[CH:24]=[N:25][C:26]([NH:29][C:30]([O:32][C:33]([CH3:34])([CH3:36])[CH3:35])=[O:31])=[CH:27][CH:28]=1)[C:4]1[CH:9]=[CH:8][CH:7]=[CH:6][CH:5]=1)[C:15]([O:14][CH2:12][CH3:13])=[O:37])[CH3:21] |f:3.4|. Procedure: To a vigorously stirred suspensin of copper(I)cyanide (1.71 g, 19.06 mmol) in dry THF (18 mL) was added a solution of phenylmagnesium bromide (12.7 mL 3 M in ether, 38.11 mmol) at 0° C. under argon. The mixture was allowed to warm to room temperature, giving a dark brown solution. After 150 minutes a solution of 2-(6-tert-butoxycarbonylamino-pyridin-3-ylmethylene)-malonic acid diethyl ester (1.74 g, 4.76 mmol) in dry THF (19 mL) was added at 0° C. The mixture was left stirring for 3 days then aq... Reactants: C1(=CC=CC=C1)COC1=C(C(=C(C2=CC=CC=C12)OCC1=CC=CC=C1)C(=O)O)C(=O)O (1,4-bis[(phenylmethyl)oxy]-2,3-naphthalenedicarboxylic acid), NC1=C(C=C(C=C1)CC(=O)OCC)Cl (ethyl (4-amino-3-chlorophenyl)acetate), O (Water). Reagents/catalysts: CN(C)C=1C=CN=CC1 (DMAP). Run in C(C)(=O)O (acetic acid). Yields the product ClC=1C=C(C=CC1N1C(C=2C(=C3C(=C(C2C1=O)OCC1=CC=CC=C1)C=CC=C3)OCC3=CC=CC=C3)=O)CC(=O)OCC (Ethyl (3-chloro-4-{1,3-dioxo-4,9-bis[(phenylmethyl)oxy]-1,3-dihydro-2H-benzo[f]isoindol-2-yl}phenyl)acetate). As a reaction SMILES: [C:1]1([CH2:7][O:8][C:9]2[C:18]3[C:13](=[CH:14][CH:15]=[CH:16][CH:17]=3)[C:12]([O:19][CH2:20][C:21]3[CH:26]=[CH:25][CH:24]=[CH:23][CH:22]=3)=[C:11]([C:27](O)=[O:28])[C:10]=2[C:30](O)=[O:31])[CH:6]=[CH:5][CH:4]=[CH:3][CH:2]=1.[NH2:33][C:34]1[CH:39]=[CH:38][C:37]([CH2:40][C:41]([O:43][CH2:44][CH3:45])=[O:42])=[CH:36][C:35]=1[Cl:46].O>CN(C1C=CN=CC=1)C.C(O)(=O)C>[Cl:46][C:35]1[CH:36]=[C:37]([CH2:40][C:41]([O:43][CH2:44][CH3:45])=[O:42])[CH:38]=[CH:39][C:34]=1[N:33]1[C:27](=[O:28])[C:11]2[C:12]([O:19][CH2:20][C:21]3[CH:22]=[CH:23][CH:24]=[CH:25][CH:26]=3)=[C:13]3[CH:14]=[CH:15][CH:16]=[CH:17][C:18]3=[C:9]([O:8][CH2:7][C:1]3[CH:6]=[CH:5][CH:4]=[CH:3][CH:2]=3)[C:10]=2[C:30]1=[O:31]. Procedure: A mixture of 1 1,4-bis[(phenylmethyl)oxy]-2,3-naphthalenedicarboxylic acid (5.0 g, 11.68 mmol), ethyl (4-amino-3-chlorophenyl)acetate (4.74 g, 22.2 mmol) and DMAP (0.427 g, 3.59 mmol) were heated to 120° C. in acetic acid (20 ml) for 18 hours. Water was added and the mixture and resulting brown solid collected by filtration and washed with water. This was triturated with ether to give a cream solid which was collected by filtration and dried in the vacuum oven (5.34 g, 8.83 mmol). LC/MS: Rt=4.15... Yields the product NC1=C(C=C(C=C1Cl)C1CN(C(O1)=O)CC=C)Cl (5-(4-amino-3,5-dichlorophenyl)-3-allyl-2-oxazolidinone). Reactants: C(C=C)NCC(C1=CC(=C(C(=C1)Cl)N)Cl)O (α-[(allylamino)methyl]-4-amino-3,5-dichlorobenzyl alcohol), C(=O)(Cl)Cl (phosgene). Reported procedure: In the same manner, α-[(allylamino)methyl]-4-amino-3,5-dichlorobenzyl alcohol is allowed to react with phosgene to afford 5-(4-amino-3,5-dichlorophenyl)-3-allyl-2-oxazolidinone. Reaction SMILES: [CH2:1]([NH:4][CH2:5][CH:6]([OH:16])[C:7]1[CH:12]=[C:11]([Cl:13])[C:10]([NH2:14])=[C:9]([Cl:15])[CH:8]=1)[CH:2]=[CH2:3].[C:17](Cl)(Cl)=[O:18]>>[NH2:14][C:10]1[C:11]([Cl:13])=[CH:12][C:7]([CH:6]2[O:16][C:17](=[O:18])[N:4]([CH2:1][CH:2]=[CH2:3])[CH2:5]2)=[CH:8][C:9]=1[Cl:15]. Starting materials: C(CC)[C@@H]1CC[C@H](CC1)CCC1=CC=C(C=C1)C1=C(C=C(C=C1)Br)F (1-(trans-4-n-propylcyclohexyl)-2-(4'-bromo-2'-fluorobiphenyl-4-yl)-ethane), C(#N)C#N ((CN)2), N1=CC=CC=C1 (pyridine), CN1C(CCC1)=O (N-methylpyrrolidone), FeCl3.6H2O. Run in Cl (hydrochloric acid). Yields the product C(CC)[C@@H]1CC[C@H](CC1)CCC1=CC=C(C=C1)C1=C(C=C(C=C1)C#N)F (1-(trans-4-n-propylcyclohexyl)-2-(4'-cyano-2'-fluorobiphenyl-4-yl)-ethane). RXN SMILES: [CH2:1]([C@H:4]1[CH2:9][CH2:8][C@H:7]([CH2:10][CH2:11][C:12]2[CH:17]=[CH:16][C:15]([C:18]3[CH:23]=[CH:22][C:21](Br)=[CH:20][C:19]=3[F:25])=[CH:14][CH:13]=2)[CH2:6][CH2:5]1)[CH2:2][CH3:3].[C:26](C#N)#[N:27].N1C=CC=CC=1.CN1CCCC1=O>Cl>[CH2:1]([C@H:4]1[CH2:9][CH2:8][C@H:7]([CH2:10][CH2:11][C:12]2[CH:17]=[CH:16][C:15]([C:18]3[CH:23]=[CH:22][C:21]([C:26]#[N:27])=[CH:20][C:19]=3[F:25])=[CH:14][CH:13]=2)[CH2:6][CH2:5]1)[CH2:2][CH3:3]. Procedure details: A mixture of 38.4 g of 1-(trans-4-n-propylcyclohexyl)-2-(4'-bromo-2'-fluorobiphenyl-4-yl)-ethane (M.p. 61.1°, C.p. 114.7°), 10 g of Cu2 (CN)2, 120 ml of pyridine and 60 ml of N-methylpyrrolidone is heated at 160° for 2 hours. The mixture is cooled, a solution of 120 g of FeCl3.6H2O in 600 ml of 20% hydrochloric acid is added and the mixture is warmed at 70° for 1.5 hours, with stirring, and worked up in the customary manner to give 1-(trans-4-n-propylcyclohexyl)-2-(4'-cyano-2'-fluorobiphenyl-4-y... Starting materials: IC=1C=C(C(=O)O)C=CC1C (3-iodo-4-methylbenzoic acid), [BH4-].[Na+] (NaBH4), II (iodine). Solvent: C1CCOC1 (THF), C1CCOC1 (THF). Run at time 30 minute. Product: IC=1C=C(CO)C=CC1C (3-iodo-4-methylbenzyl alcohol). As a reaction SMILES: [I:1][C:2]1[CH:3]=[C:4]([CH:8]=[CH:9][C:10]=1[CH3:11])[C:5](O)=[O:6].[BH4-].[Na+].II>C1COCC1>[I:1][C:2]1[CH:3]=[C:4]([CH:8]=[CH:9][C:10]=1[CH3:11])[CH2:5][OH:6] |f:1.2|. Reported procedure: A mixture of 1.0 mmol of 3-iodo-4-methylbenzoic acid and 1.2 mmol of NaBH4 in 4 mL of anhydrous THF was stirred for 30 min and then 0.5 mmol of iodine in 2.0 mL of THF at 5° C. was added. After stirring for 2 h the mixture was processed by extraction to provide 3-iodo-4-methylbenzyl alcohol.